From a dataset of the Open Reaction Database (ORD), a public repository of structured organic reaction records. describe an organic reaction: reactants, conditions, products, and yield The reactants are ClC=1C=C(C(=O)O)C=CC1C(NC1=CC(=C(C=C1)Cl)C1=NC=CC=C1)=O (3-chloro-4-(4-chloro-3-(pyridin-2-yl)phenylcarbamoyl)benzoic acid), Cl.CN (methylamine hydrochloride). Yields the product ClC1=C(C(=O)NC2=CC(=C(C=C2)Cl)C2=NC=CC=C2)C=CC(=C1)C(=O)NC (2-chloro-N1-(4-chloro-3-(pyridin-2-yl)phenyl)-N4-methylterephthalamide). As a reaction SMILES: [Cl:1][C:2]1[CH:3]=[C:4]([CH:8]=[CH:9][C:10]=1[C:11](=[O:26])[NH:12][C:13]1[CH:18]=[CH:17][C:16]([Cl:19])=[C:15]([C:20]2[CH:25]=[CH:24][CH:23]=[CH:22][N:21]=2)[CH:14]=1)[C:5]([OH:7])=O.Cl.[CH3:28][NH2:29]>>[Cl:1][C:2]1[CH:3]=[C:4]([C:5]([NH:29][CH3:28])=[O:7])[CH:8]=[CH:9][C:10]=1[C:11]([NH:12][C:13]1[CH:18]=[CH:17][C:16]([Cl:19])=[C:15]([C:20]2[CH:25]=[CH:24][CH:23]=[CH:22][N:21]=2)[CH:14]=1)=[O:26] |f:1.2|. Reported procedure: 75 mg of 3-chloro-4-(4-chloro-3-(pyridin-2-yl)phenylcarbamoyl)benzoic acid was coupled to methylamine hydrochloride via Procedure G. The product was purified on reverse phase HPLC to yield 2-chloro-N1-(4-chloro-3-(pyridin-2-yl)phenyl)-N4-methylterephthalamide. MS (Q1) 401 (M)+.